This data is from the Open Reaction Database (ORD), a public repository of structured organic reaction records. The task is: describe an organic reaction: reactants, conditions, products, and yield The reactants are ClC=1C=C2C=C(C(OC2=CC1F)C(F)(F)F)C(=O)OCC (ethyl 6-chloro-7-fluoro-2-(trifluoromethyl)-2H-chromene-3-carboxylate), ClC1=C(C=C(C(=C1)C)C)O (2-chloro-4,5-dimethylphenol), C([O-])([O-])=O.[K+].[K+] (potassium carbonate), [Al] (aluminum), [Al] (aluminum). Solvent: CN(C)C=O (DMF), C(C)OCC (diethyl ether), O (water). The product is ClC=1C=C2C=C(C(OC2=CC1OC1=C(C=C(C(=C1)C)C)Cl)C(F)(F)F)C(=O)OCC (ethyl 6-chloro-7-(2-chloro-4,5-dimethylphenoxy)-2-(trifluoromethyl)-2H-chromene-3-carboxylate). Reaction SMILES: [Cl:1][C:2]1[CH:3]=[C:4]2[C:9](=[CH:10][C:11]=1F)[O:8][CH:7]([C:13]([F:16])([F:15])[F:14])[C:6]([C:17]([O:19][CH2:20][CH3:21])=[O:18])=[CH:5]2.[Cl:22][C:23]1[CH:28]=[C:27]([CH3:29])[C:26]([CH3:30])=[CH:25][C:24]=1[OH:31].C(=O)([O-])[O-].[K+].[K+].[Al]>CN(C=O)C.C(OCC)C.O>[Cl:1][C:2]1[CH:3]=[C:4]2[C:9](=[CH:10][C:11]=1[O:31][C:24]1[CH:25]=[C:26]([CH3:30])[C:27]([CH3:29])=[CH:28][C:23]=1[Cl:22])[O:8][CH:7]([C:13]([F:16])([F:15])[F:14])[C:6]([C:17]([O:19][CH2:20][CH3:21])=[O:18])=[CH:5]2 |f:2.3.4|. Procedure details: To 325 mg (1.0 mmole) of ethyl 6-chloro-7-fluoro-2-(trifluoromethyl)-2H-chromene-3-carboxylate in 2.5 mL of DMF was added 172 mg (1.1 mmole) of 2-chloro-4,5-dimethylphenol and 193.5 mg (1.4 mmole) of potassium carbonate. The suspension was prepared in a capped vial and placed in an aluminum heating block equipped with a shaker. The aluminum block was heated to 110° C. for 16 h. After allowing the vial to cool, the mixture was treated with 10 mL of water and 2 mL of diethyl ether. The organic lay... Starting materials: ClCCC(COC1=CC=C(C=C1)C(C)(C)C)O (4-chloro-1-[4-(1,1-dimethylethyl)phenoxy]-2-butanol), C1(=CC=CC=C1)N1CCNCC1 (1-phenylpiperazine), C([O-])([O-])=O.[Na+].[Na+] (sodium carbonate), [I-].[K+] (potassium iodide). Solvent: CC(C)O (2-propanol), C(CCC)O (1-butanol). The product is Cl.C(C)(C)(C)C1=CC=C(OCC(CCN2CCN(CC2)C2=CC=CC=C2)O)C=C1 (1-(4-Tertiarybutylphenoxy)-4-(4-phenyl-1-piperazinyl)-2-butanol monohydrochloride), Cl (hydrogen chloride). RXN SMILES: [Cl:1][CH2:2][CH2:3][CH:4]([OH:17])[CH2:5][O:6][C:7]1[CH:12]=[CH:11][C:10]([C:13]([CH3:16])([CH3:15])[CH3:14])=[CH:9][CH:8]=1.[C:18]1([N:24]2[CH2:29][CH2:28][NH:27][CH2:26][CH2:25]2)[CH:23]=[CH:22][CH:21]=[CH:20][CH:19]=1.C(=O)([O-])[O-].[Na+].[Na+].[I-].[K+]>CC(O)C.C(O)CCC>[ClH:1].[C:13]([C:10]1[CH:11]=[CH:12][C:7]([O:6][CH2:5][CH:4]([OH:17])[CH2:3][CH2:2][N:27]2[CH2:28][CH2:29][N:24]([C:18]3[CH:23]=[CH:22][CH:21]=[CH:20][CH:19]=3)[CH2:25][CH2:26]2)=[CH:8][CH:9]=1)([CH3:16])([CH3:15])[CH3:14].[ClH:1] |f:2.3.4,5.6,9.10|. Reported procedure: This compound was prepared according to the procedure of Example 97. A mixture of 7.7 g (0.03 mole) of 4-chloro-1-[4-(1,1-dimethylethyl)phenoxy]-2-butanol, 5.0 g (0.03 mole) of 1-phenylpiperazine, 16.0 g (0.15 mole) of anhydrous sodium carbonate and 0.3 g (0.002 mole) of potassium iodide in a total volume of 200 ml of 1-butanol gave a golden oil as residue. The hydrochloric acid salt was formed in 2-propanol saturated with hydrogen chloride, and the collected solid was recrystallized from 2-prop... Starting materials: Cl (hydrochloric acid), BrC1=CC=C(S1)C1=CC=CC=C1 (5-bromo-2-phenylthiophene), BrC=1SC=CC1 (2-bromothiophene), [Mg] (magnesium). The solvent is CCOCC (ether), CCOCC (ether), CCOCC (ether). Run at time 4 hour. Isolated yield 69.3%. Procedure details: In 140 ml of ether, 17.4 g (0.725 mol) of magnesium shavings was reacted according to Grignard with 118 g (0.723 mol) of 2-bromothiophene, and this solution was then introduced into 280 ml of ether, 1.5 g (2.8 mmol) of 1,3-bis(diphenylphosphino)propane nickel dichloride and 140 g (0.586 mol) of 5-bromo-2-phenylthiophene. After the slightly exothermic reaction had subsided, the mixture was stirred for 4 hours at boiling point, and the solution thus obtained was then diluted with 280 ml of ether a... Yields the product C1(=CC=CC=C1)C1=CC=C(S1)C=1SC=CC1 (5-phenyl-[2,2'-bithienyl]). As a reaction SMILES: [Mg].Br[C:3]1[S:4][CH:5]=[CH:6][CH:7]=1.Br[C:9]1[S:13][C:12]([C:14]2[CH:19]=[CH:18][CH:17]=[CH:16][CH:15]=2)=[CH:11][CH:10]=1.Cl>CCOCC.[Ni](Cl)Cl.C1(P(C2C=CC=CC=2)CCCP(C2C=CC=CC=2)C2C=CC=CC=2)C=CC=CC=1>[C:14]1([C:12]2[S:13][C:9]([C:3]3[S:4][CH:5]=[CH:6][CH:7]=3)=[CH:10][CH:11]=2)[CH:19]=[CH:18][CH:17]=[CH:16][CH:15]=1 |f:5.6|. Reagents/catalysts: [Ni](Cl)Cl.C1(=CC=CC=C1)P(CCCP(C1=CC=CC=C1)C1=CC=CC=C1)C1=CC=CC=C1 (1,3-bis(diphenylphosphino)propane nickel dichloride). Product: O=C(CCc1ccccc1C(=O)O)Nc1cccc(C=Cc2nc(C3CCC3)cs2)c1. Reaction SMILES: [CH2:1]([CH3:2])[O:3][C:4]([c:5]1[c:6]([CH2:11][CH2:12][C:13](=[O:14])[NH:15][c:16]2[cH:17][c:18]([CH:22]=[CH:23][c:24]3[s:25][cH:26][c:27]([CH:29]4[CH2:30][CH2:31][CH2:32]4)[n:28]3)[cH:19][cH:20][cH:21]2)[cH:7][cH:8][cH:9][cH:10]1)=[O:33].[CH3:40][OH:41].[Li+:44].[O:34]1[CH2:35][CH2:36][CH2:37][CH2:38][CH2:39]1.[OH-:43].[OH2:42].[OH2:45]>>[O:3]=[C:4]([c:5]1[c:6]([CH2:11][CH2:12][C:13](=[O:14])[NH:15][c:16]2[cH:17][c:18]([CH:22]=[CH:23][c:24]3[s:25][cH:26][c:27]([CH:29]4[CH2:30][CH2:31][CH2:32]4)[n:28]3)[cH:19][cH:20][cH:21]2)[cH:7][cH:8][cH:9][cH:10]1)[OH:33]. Reactants: CCOC(=O)c1ccccc1CCC(=O)Nc1cccc(C=Cc2nc(C3CCC3)cs2)c1, CO, [Li+], C1CCOCC1, [OH-], O, O. Reactants: C1(CC1)CN1C(C=2N(C=3C=CC(=CC3C2)OC2CCN(CC2)C(C)C)[C@@H](C1)CO)=O ((S)-2-Cyclopropylmethyl-4-hydroxymethyl-8-(1-isopropyl-piperidin-4-yloxy)-3,4-dihydro-2H-pyrazino[1,2-a]indol-1-one), CI (methyl iodide), [H-].[Na+] (sodium hydride). Product: C1(CC1)CN1C(C=2N(C=3C=CC(=CC3C2)OC2CCN(CC2)C(C)C)[C@@H](C1)COC)=O ((S)-2-Cyclopropylmethyl-8-(1-isopropyl-piperidin-4-yloxy)-4-methoxymethyl-3,4-dihydro-2H-pyrazino[1,2-a]indol-1-one). The yield is 67.0%. RXN SMILES: [CH:1]1([CH2:4][N:5]2[CH2:27][C@@H:26]([CH2:28][OH:29])[N:8]3[C:9]4[CH:10]=[CH:11][C:12]([O:16][CH:17]5[CH2:22][CH2:21][N:20]([CH:23]([CH3:25])[CH3:24])[CH2:19][CH2:18]5)=[CH:13][C:14]=4[CH:15]=[C:7]3[C:6]2=[O:30])[CH2:3][CH2:2]1.[CH3:31]I.[H-].[Na+]>>[CH:1]1([CH2:4][N:5]2[CH2:27][C@@H:26]([CH2:28][O:29][CH3:31])[N:8]3[C:9]4[CH:10]=[CH:11][C:12]([O:16][CH:17]5[CH2:18][CH2:19][N:20]([CH:23]([CH3:25])[CH3:24])[CH2:21][CH2:22]5)=[CH:13][C:14]=4[CH:15]=[C:7]3[C:6]2=[O:30])[CH2:3][CH2:2]1 |f:2.3|. Procedure: The title compound was synthesized in analogy to example 17, from (S)-2-cyclopropylmethyl-4-hydroxymethyl-8-(1-isopropyl-piperidin-4-yloxy)-3,4-dihydro-2H-pyrazino[1,2-a]indol-1-one (example 75), methyl iodide and sodium hydride, to give the desired product as a colorless oil (67%).